The task is: describe an organic reaction: reactants, conditions, products, and yield. This data is from the Open Reaction Database (ORD), a public repository of structured organic reaction records. The reactants are B, C1CCOC1, CSC, CCC(=O)N(C)c1cc([N+](=O)[O-])ccc1OC. Product: CCCN(C)c1cc([N+](=O)[O-])ccc1OC. As a reaction SMILES: [BH3:21].[CH2:22]1[O:23][CH2:24][CH2:25][CH2:26]1.[CH3:18][S:19][CH3:20].[CH3:1][O:2][c:3]1[c:4]([N:12]([C:13]([CH2:14][CH3:15])=[O:16])[CH3:17])[cH:5][c:6]([N+:9](=[O:10])[O-:11])[cH:7][cH:8]1>>[CH3:1][O:2][c:3]1[c:4]([N:12]([CH2:13][CH2:14][CH3:15])[CH3:17])[cH:5][c:6]([N+:9](=[O:10])[O-:11])[cH:7][cH:8]1. Reactants: IC1=CC=C(OCC=2C=C(OC2C)C(=O)O)C=C1 (4-(4-Iodo-phenoxymethyl)-5-methyl-furan-2-carboxylic acid), FC1=CC=C(C=C1)B(O)O ((4-fluoro-phenyl)-boronic acid). Product: FC1=CC=C(C=C1)C1=CC=C(C=C1)OCC=1C=C(OC1C)C(=O)O (4-(4′-Fluoro-biphenyl-4-yloxymethyl)-5-methyl-furan-2-carboxylic acid). Reaction SMILES: I[C:2]1[CH:18]=[CH:17][C:5]([O:6][CH2:7][C:8]2[CH:9]=[C:10]([C:14]([OH:16])=[O:15])[O:11][C:12]=2[CH3:13])=[CH:4][CH:3]=1.[F:19][C:20]1[CH:25]=[CH:24][C:23](B(O)O)=[CH:22][CH:21]=1>>[F:19][C:20]1[CH:25]=[CH:24][C:23]([C:2]2[CH:18]=[CH:17][C:5]([O:6][CH2:7][C:8]3[CH:9]=[C:10]([C:14]([OH:16])=[O:15])[O:11][C:12]=3[CH3:13])=[CH:4][CH:3]=2)=[CH:22][CH:21]=1. Reported procedure: Compound (118) was prepared from compound (26) and (4-fluoro-phenyl)-boronic acid by adapting the procedure of Example 27B. LC/MS System B; Rt=1.79 mins, m/z (ES−)=325 (M−H for C19H15FO4). The reactants are C[Si](C(C)(C)C)(O[C@H]1[C@@H](O[C@@H]([C@H]1O[Si](C(C)(C)C)(C)C)CO[Si](C(C)(C)C)(C)C)N1C2=NC(=NC(=C2N=C1)N)C=1C=NN(C1)CC1=CC=CC=C1)C (9-{(2R,3R,4R,5R)-3,4-bis(1,1,2,2-tetramethyl-1-silapropoxy)-5-[(1,1,2,2-tetramethyl-1-silapropoxy)methyl]oxolan-2-yl}-2-[1-benzylpyrazol-4yl]purine-6-ylamine), IC=1C(=NNC1)C(C)C (4-iodo-(1-methylethyl)pyrazole), IC1=CC=C(CC2=NNC=C2)C=C1 (4-iodo-benzylpyrazole). The product is C[Si](C(C)(C)C)(O[C@H]1[C@@H](O[C@@H]([C@H]1O[Si](C(C)(C)C)(C)C)CO[Si](C(C)(C)C)(C)C)N1C2=NC(=NC(=C2N=C1)N)C=1C=NN(C1)C(C)C)C (9-{(2R,3R,4R,5R)-3,4-bis(1,1,2,2-tetramethyl-1silapropoxy)-5-[(1,1,2,2-tetramethyl-1-silapropoxy)methyl]oxolan-2-yl}-2-[1-(1-methylethyl)pyrazol-4-yl]purine-6-ylamine). As a reaction SMILES: [CH3:1][Si:2]([CH3:52])([O:7][C@@H:8]1[C@H:12]([O:13][Si:14]([CH3:20])([CH3:19])[C:15]([CH3:18])([CH3:17])[CH3:16])[C@@H:11]([CH2:21][O:22][Si:23]([CH3:29])([CH3:28])[C:24]([CH3:27])([CH3:26])[CH3:25])[O:10][C@H:9]1[N:30]1[CH:38]=[N:37][C:36]2[C:31]1=[N:32][C:33]([C:40]1[CH:41]=[N:42][N:43](CC3C=CC=CC=3)[CH:44]=1)=[N:34][C:35]=2[NH2:39])[C:3]([CH3:6])([CH3:5])[CH3:4].I[C:54]1[C:55](C(C)C)=NN[CH:58]=1.IC1C=CC(CC2C=CNN=2)=CC=1>>[CH3:1][Si:2]([CH3:52])([O:7][C@@H:8]1[C@H:21]([O:22][Si:23]([CH3:28])([CH3:29])[C:24]([CH3:27])([CH3:25])[CH3:26])[C@@H:11]([CH2:12][O:13][Si:14]([CH3:20])([CH3:19])[C:15]([CH3:17])([CH3:18])[CH3:16])[O:10][C@H:9]1[N:30]1[CH:38]=[N:37][C:36]2[C:31]1=[N:32][C:33]([C:40]1[CH:41]=[N:42][N:43]([CH:54]([CH3:55])[CH3:58])[CH:44]=1)=[N:34][C:35]=2[NH2:39])[C:3]([CH3:6])([CH3:5])[CH3:4]. Reported procedure: Compound 16 was prepared in the manner of compound 11 substituting 4-iodo-(1-methylethyl)pyrazole for 4-iodo-benzylpyrazole to afford compound 16: 1H NMR(CDCl3) 0.00 (s, 3H, CH3), 0.01 (s, 3H, CH3), 0.04 (s, 3H, CH3), 0.07 (s, 3H, CH3), 0.11 (s, 3H, CH3), 0.14 (s, 3 H, CH3), 0.78 (s, 9H, t-bu), 0.83 (s, 9H, t-bu), 0.91 (s, 9H, t-bu), 1.55(d, 6H, C(CH3)2), 3.8 (d, 1H), 4.05 (d, 1H), 4.08-4.15(m, 1H), 4.30-4.32 (m, 1H), 4.44-4.56 (m, 2H), 5.55(bs, 1H, D2O exchangeable), 6.05 (s, 1H), 8.05 (s, 1H),... Starting materials: CO, [Li+], [OH-], CCOC(=O)CC1OB(O)c2cc(OC)cc(OC)c21. Product: COc1cc(OC)c2c(c1)B(O)OC2CC(=O)O. Reaction SMILES: [CH3:23][OH:24].[Li+:21].[OH-:22].[OH:1][B:2]1[O:3][CH:4]([CH2:15][C:16](=[O:17])[O:18][CH2:19][CH3:20])[c:5]2[c:6]1[cH:7][c:8]([O:13][CH3:14])[cH:9][c:10]2[O:11][CH3:12]>>[OH:1][B:2]1[O:3][CH:4]([CH2:15][C:16](=[O:17])[OH:18])[c:5]2[c:6]1[cH:7][c:8]([O:13][CH3:14])[cH:9][c:10]2[O:11][CH3:12]. Starting materials: ClC1=C(C#N)C=C(C=C1Cl)Cl (2,3,5-Trichlorobenzonitrile), SCCC#N (3-mercaptopropionitrile), BrC[N+](=O)[O-] (bromonitromethane). Run in CN(C)C=O (DMF). Reported procedure: 2,3,5-Trichlorobenzonitrile (9.7 g, 47 mmol) and 3-mercaptopropionitrile (4.9 g, 56 mmol) (L. Bauer, T.L. Welsh, J. Org. Chem., 1443 (1961)) was dissolved in 130 ml of DMF. The mixture was stirred and cooled to 0° C., flushed with a stream of nitrogen, and 25% potassium hydroxide (20 ml) was added dropwise. When the addition was complete the mixture was stirred for 0.5 h and bromonitromethane (3.92 ml, 56 mmol) was added dropwise. The ice bath was removed and the mixture was stirred for a furthe... RXN SMILES: Cl[C:2]1[C:9]([Cl:10])=[CH:8][C:7]([Cl:11])=[CH:6][C:3]=1[C:4]#[N:5].[SH:12]CCC#N.Br[CH2:18][N+:19]([O-:21])=[O:20]>CN(C=O)C>[NH2:5][C:4]1[C:3]2[CH:6]=[C:7]([Cl:11])[CH:8]=[C:9]([Cl:10])[C:2]=2[S:12][C:18]=1[N+:19]([O-:21])=[O:20]. Yields the product NC=1C2=C(SC1[N+](=O)[O-])C(=CC(=C2)Cl)Cl (3-amino-5,7-dichloro-2-nitrobenzo[b]-thiophene). Conditions: temperature 0 celsius. The yield is 85.7%. The reactants are CCO, NN, COC(=O)c1ccc(NC(=O)CCc2ccc3c(c2)OCO3)cc1, O. The product is NNC(=O)c1ccc(NC(=O)CCc2ccc3c(c2)OCO3)cc1. Reaction SMILES: [CH3:28][CH2:29][OH:30].[NH2:26][NH2:27].[O:1]1[CH2:2][O:3][c:4]2[c:5]1[cH:6][cH:7][c:8]([CH2:10][CH2:11][C:12](=[O:13])[NH:14][c:15]1[cH:16][cH:17][c:18]([C:19](=[O:20])[O:21][CH3:22])[cH:23][cH:24]1)[cH:9]2.[OH2:25]>>[O:1]1[CH2:2][O:3][c:4]2[c:5]1[cH:6][cH:7][c:8]([CH2:10][CH2:11][C:12](=[O:13])[NH:14][c:15]1[cH:16][cH:17][c:18]([C:19](=[O:20])[NH:26][NH2:27])[cH:23][cH:24]1)[cH:9]2.